From a dataset of the Open Reaction Database (ORD), a public repository of structured organic reaction records. describe an organic reaction: reactants, conditions, products, and yield Starting materials: ClC1=NC=CC(=N1)C1=CC2=C(N=C(S2)NC(C)=O)C=C1 (N-(6-(2-chloropyrimidin-4-yl)benzo[d]thiazol-2-yl)acetamide), CC1(C2=C(C(=CC=C2)P(C3=CC=CC=C3)C4=CC=CC=C4)OC5=C(C=CC=C51)P(C6=CC=CC=C6)C7=CC=CC=C7)C (Xantphos), CNS(=O)(=O)C1=CC=C(C=C1)C (N-methyl-p-toluenesulfonamide), [H-].[Na+] (NaH). Reagents/catalysts: C(C)(=O)[O-].[Pd+2].C(C)(=O)[O-] (palladium (II) acetate). The solvent is CN(C)C=O (DMF), O (water). Conditions: time 30 minute. Yields the product CN(S(=O)(=O)C1=CC=C(C=C1)C)C1=NC=CC(=N1)C1=CC2=C(N=C(S2)NC(C)=O)C=C1 (N-(6-(2-(N,4-dimethylphenylsulfonamido)pyrimidin-4-yl)benzo[d]thiazol-2-yl)acetamide). Reaction SMILES: [CH3:1][NH:2][S:3]([C:6]1[CH:11]=[CH:10][C:9]([CH3:12])=[CH:8][CH:7]=1)(=[O:5])=[O:4].[H-].[Na+].Cl[C:16]1[N:21]=[C:20]([C:22]2[CH:34]=[CH:33][C:25]3[N:26]=[C:27]([NH:29][C:30](=[O:32])[CH3:31])[S:28][C:24]=3[CH:23]=2)[CH:19]=[CH:18][N:17]=1.CC1(C)C2C(=C(P(C3C=CC=CC=3)C3C=CC=CC=3)C=CC=2)OC2C(P(C3C=CC=CC=3)C3C=CC=CC=3)=CC=CC1=2>CN(C=O)C.O.C([O-])(=O)C.[Pd+2].C([O-])(=O)C>[CH3:1][N:2]([C:16]1[N:21]=[C:20]([C:22]2[CH:34]=[CH:33][C:25]3[N:26]=[C:27]([NH:29][C:30](=[O:32])[CH3:31])[S:28][C:24]=3[CH:23]=2)[CH:19]=[CH:18][N:17]=1)[S:3]([C:6]1[CH:11]=[CH:10][C:9]([CH3:12])=[CH:8][CH:7]=1)(=[O:4])=[O:5] |f:1.2,7.8.9|. Procedure details: A microwave vial equipped with a stir bar was charged with N-methyl-p-toluenesulfonamide (0.23 g, 1.2 mmol) in DMF (3 mL). NaH (0.12 g, 4.9 mmol) was added to the mixture and allowed to stir for 30 minutes. Then, palladium (II) acetate (0.011 g, 0.049 mmol), N-(6-(2-chloropyrimidin-4-yl)benzo[d]thiazol-2-yl)acetamide (0.150 g, 0.492 mmol), and Xantphos (0.010 g) were added to the mixture. The vial was capped and placed into a microwave for 10 minutes at 100° C. The mixture was then added to a RB... Reactants: OCC=1C=CC=C2C3(CCNC12)OCCO3 (8-hydroxymethyl-4,4-ethylenedioxy1,2,3,4-tetrahydroquinoline), C(CCC)[Li] (n-butyllithium), CI (methyl iodide). Solvent: O1CCCC1 (tetrahydrofuran). Conditions: time 30 minute. Yields the product OCC=1C=CC=C2C3(CCN(C12)C)OCCO3 (8-hydroxymethyl-4,4-ethylenedioxy-1-methyl-1,2,3,4-tetrahydroquinoline). RXN SMILES: [OH:1][CH2:2][C:3]1[CH:4]=[CH:5][CH:6]=[C:7]2[C:12]=1[NH:11][CH2:10][CH2:9][C:8]12[O:16][CH2:15][CH2:14][O:13]1.[CH2:17]([Li])CCC.CI>O1CCCC1>[OH:1][CH2:2][C:3]1[CH:4]=[CH:5][CH:6]=[C:7]2[C:12]=1[N:11]([CH3:17])[CH2:10][CH2:9][C:8]12[O:16][CH2:15][CH2:14][O:13]1. Procedure details: To a solution of 8-hydroxymethyl-4,4-ethylenedioxy1,2,3,4-tetrahydroquinoline (2.5 g) in tetrahydrofuran (30 ml) was added n-butyllithium (14.5 to 17% solution in n-hexane) (10 ml) at --40° C. and stirred for 30 minutes. Then methyl iodide (1.9 g) was added to the reaction mixture and the mixture was stirred for 3 hours at -30° C. to -10° C. and for 30 minutes at -5° C. After distilling off the solvent, n-hexane-ethyl acetate was added to the resulting residue and the insoluble matter was filter... Starting materials: BrC=1C(=NC(=CC1C)OC)C (3-bromo-6-methoxy-2,4-dimethylpyridine), Example 22, C1CC(=O)N(C1=O)Cl (NCS). Solvent: CN(C)C=O (DMF). Reaction conditions: temperature 80 celsius, time 14 hour. Product: BrC=1C(=NC(=C(C1C)Cl)OC)C (3-bromo-5-chloro-6-methoxy-2,4-dimethylpyridine). As a reaction SMILES: [Br:1][C:2]1[C:3]([CH3:11])=[N:4][C:5]([O:9][CH3:10])=[CH:6][C:7]=1[CH3:8].C1C(=O)N([Cl:19])C(=O)C1>CN(C=O)C>[Br:1][C:2]1[C:3]([CH3:11])=[N:4][C:5]([O:9][CH3:10])=[C:6]([Cl:19])[C:7]=1[CH3:8]. Procedure: 3-bromo-6-methoxy-2,4-dimethylpyridine obtained in Preparation Example 22 (800 mg) was added to DMF (4 mL). NCS (494 mg) was added to the solution, and the mixture was stirred at 80° C. for 14 hours. The reaction mixture was concentrated under reduced pressure. The resulting residue was purified by silica gel column chromatography (ethyl acetate/n-heptane, 5% to 30%). The title compound (930 mg) was obtained. The reactants are ClC1=CC=C(C=C1)C#C (1-chloro-4-ethynylbenzene), C(CCC)[Li] (n-butyllithium), C1(=CC=CC=C1)CC(C)=O (1-phenylpropan-2-one). Run in C1CCOC1 (THF), C1CCOC1 (THF). Conditions: time 1 hour. The product is ClC1=CC=C(C=C1)C#CC(CC1=CC=CC=C1)(O)C (4-(4-chlorophenyl)-2-methyl-1-phenylbut-3-yn-2-ol). Yield: 82.5%. Reaction SMILES: [Cl:1][C:2]1[CH:7]=[CH:6][C:5]([C:8]#[CH:9])=[CH:4][CH:3]=1.C([Li])CCC.[C:15]1([CH2:21][C:22](=[O:24])[CH3:23])[CH:20]=[CH:19][CH:18]=[CH:17][CH:16]=1>C1COCC1>[Cl:1][C:2]1[CH:7]=[CH:6][C:5]([C:8]#[C:9][C:22]([CH3:23])([OH:24])[CH2:21][C:15]2[CH:20]=[CH:19][CH:18]=[CH:17][CH:16]=2)=[CH:4][CH:3]=1. Procedure details: To a solution of 1-chloro-4-ethynylbenzene (3C) (1.75 mL, 12.81 mmol) in THF (40 mL) at 0° C. was added n-butyllithium (2.5 M in hexanes, 5.13 mL, 12.81 mmol) and stirred for 1 h. A solution of 1-phenylpropan-2-one (3B) (1.38 g, 10.25 mmol) in THF (5 mL) was added and the reaction mixture was warmed to room temperature overnight. The reaction mixture was quenched with saturated NH4Cl solution and extracted with diethyl ether (2×). The combined organic layer was dried (MgSO4), filtered, concentra... Yields the product CC(C)(C)OC(=O)N1CCCCC1CCc1ccc(N2CC(=O)NS2(=O)=O)c(O)c1. Reactants: CC(C)(C)OC(=O)N1CCCCC1CCc1ccc(N2CC(=O)NS2(=O)=O)c(OCc2ccccc2)c1, CCO, O. Reaction SMILES: [C:1]([CH3:2])([CH3:3])([CH3:4])[O:5][C:6](=[O:7])[N:8]1[CH:9]([CH2:14][CH2:15][c:16]2[cH:17][c:18]([O:30][CH2:31][c:32]3[cH:33][cH:34][cH:35][cH:36][cH:37]3)[c:19]([N:22]3[S:23](=[O:28])(=[O:29])[NH:24][C:25](=[O:27])[CH2:26]3)[cH:20][cH:21]2)[CH2:10][CH2:11][CH2:12][CH2:13]1.[CH2:39]([OH:40])[CH3:41].[OH2:38]>>[C:1]([CH3:2])([CH3:3])([CH3:4])[O:5][C:6](=[O:7])[N:8]1[CH:9]([CH2:14][CH2:15][c:16]2[cH:17][c:18]([OH:30])[c:19]([N:22]3[S:23](=[O:28])(=[O:29])[NH:24][C:25](=[O:27])[CH2:26]3)[cH:20][cH:21]2)[CH2:10][CH2:11][CH2:12][CH2:13]1. Reactants: C(C)(=O)OC1=CC=C(C=C1)C=1SC2=C(N1)C=CC(=C2)CCCCCC (2-(p-acetoxyphenyl)-6hexylbenzothiazole), [OH-].[Na+] (sodium hydroxide), C(C)O (ethanol). Solvent: O (water). Reaction conditions: time 10 hour. The product is OC1=CC=C(C=C1)C=1SC2=C(N1)C=CC(=C2)CCCCCC (2-(p-hydroxyphenyl)-6-hexylbenzothiazole). Yield: 97.3%. Reaction SMILES: C([O:4][C:5]1[CH:10]=[CH:9][C:8]([C:11]2[S:12][C:13]3[CH:19]=[C:18]([CH2:20][CH2:21][CH2:22][CH2:23][CH2:24][CH3:25])[CH:17]=[CH:16][C:14]=3[N:15]=2)=[CH:7][CH:6]=1)(=O)C.[OH-].[Na+].C(O)C>O>[OH:4][C:5]1[CH:6]=[CH:7][C:8]([C:11]2[S:12][C:13]3[CH:19]=[C:18]([CH2:20][CH2:21][CH2:22][CH2:23][CH2:24][CH3:25])[CH:17]=[CH:16][C:14]=3[N:15]=2)=[CH:9][CH:10]=1 |f:1.2|. Procedure: To 0.7 g (2.0 mM) of 2-(p-acetoxyphenyl)-6hexylbenzothiazole, 0.25 g (6.0 mM) of sodium hydroxide and 50 ml of ethanol, followed by stirring for 10 hours at room temperature. After the reaction, the reaction mixture was poured into water, and 2 ml of concentrated hydrochloric was added thereto to precipitate a crystal. The crystal was recovered by filtration and sufficiently washed with water, followed by drying to obtain 0.6 g of 2-(p-hydroxyphenyl)-6-hexylbenzothiazole (Yield: 96.5%).